The task is: describe an organic reaction: reactants, conditions, products, and yield. This data is from the Open Reaction Database (ORD), a public repository of structured organic reaction records. Reactants: CS(=O)(=O)O (methanesulfonic acid), C1(CC1)C(=O)NC1=NC=CC(=C1)OC1=CC(=C(C=C1F)NC(=O)C=1C(N(C=CC1OCC)C1=CC=C(C=C1)F)=O)F (N-(4-((2-(cyclopropanecarboxamido)pyridin-4-yl)oxy)-2,5-difluorophenyl)-4-ethoxy-1-(4-fluorophenyl)-2-oxo-1,2-dihydropyridine-3-carboxamide), CCOCC (Ether). The solvent is CC#N (MeCN). Conditions: temperature 80 celsius, time 8 hour. Yields the product CS(=O)(=O)O.C1(CC1)C(=O)NC1=NC=CC(=C1)OC1=CC(=C(C=C1F)NC(=O)C=1C(N(C=CC1OCC)C1=CC=C(C=C1)F)=O)F (N-(4-((2-(cyclopropanecarboxamido)pyridin-4-yl)oxy)-2,5-difluorophenyl)-4-ethoxy-1-(4-fluorophenyl)-2-oxo-1,2-dihydropyridine-3-carboxamide methanesulfonate). Isolated yield 44.5%. Reaction SMILES: [CH:1]1([C:4]([NH:6][C:7]2[CH:12]=[C:11]([O:13][C:14]3[C:19]([F:20])=[CH:18][C:17]([NH:21][C:22]([C:24]4[C:25](=[O:40])[N:26]([C:33]5[CH:38]=[CH:37][C:36]([F:39])=[CH:35][CH:34]=5)[CH:27]=[CH:28][C:29]=4[O:30][CH2:31][CH3:32])=[O:23])=[C:16]([F:41])[CH:15]=3)[CH:10]=[CH:9][N:8]=2)=[O:5])[CH2:3][CH2:2]1.[CH3:42][S:43]([OH:46])(=[O:45])=[O:44].CCOCC>CC#N>[CH3:42][S:43]([OH:46])(=[O:45])=[O:44].[CH:1]1([C:4]([NH:6][C:7]2[CH:12]=[C:11]([O:13][C:14]3[C:19]([F:20])=[CH:18][C:17]([NH:21][C:22]([C:24]4[C:25](=[O:40])[N:26]([C:33]5[CH:34]=[CH:35][C:36]([F:39])=[CH:37][CH:38]=5)[CH:27]=[CH:28][C:29]=4[O:30][CH2:31][CH3:32])=[O:23])=[C:16]([F:41])[CH:15]=3)[CH:10]=[CH:9][N:8]=2)=[O:5])[CH2:3][CH2:2]1 |f:4.5|. Procedure details: A suspension of N-(4-((2-(cyclopropanecarboxamido)pyridin-4-yl)oxy)-2,5-difluorophenyl)-4-ethoxy-1-(4-fluorophenyl)-2-oxo-1,2-dihydropyridine-3-carboxamide (0.029 g, 0.051 mmol) in MeCN (0.5 mL) was heated to 80° C., treated with methanesulfonic acid (3.34 μl, 0.051 mmol), then cooled to RT and stirred overnight. Ether was added drop wise until solids precipitated. The mixture was stirred for several hours. The solids were collected by filtration, rinsed with ether and dried under vacuum to affo... Starting materials: BrC#Cc1ccccc1, O=C([O-])[O-], C#CC(C)(C)O, COCCOC, I[Cu]I, [K+], [K+], c1ccc(P(c2ccccc2)c2ccccc2)cc1. Product: CC(C)(O)C#CC#Cc1ccccc1. As a reaction SMILES: [Br:1][C:2]#[C:3][c:4]1[cH:5][cH:6][cH:7][cH:8][cH:9]1.[C:10](=[O:11])([O-:12])[O-:13].[CH3:35][C:36]([CH3:37])([C:38]#[CH:39])[OH:40].[CH3:44][O:45][CH2:46][CH2:47][O:48][CH3:49].[Cu:41]([I:42])[I:43].[K+:14].[K+:15].[c:16]1([P:17]([c:18]2[cH:19][cH:20][cH:21][cH:22][cH:23]2)[c:24]2[cH:25][cH:26][cH:27][cH:28][cH:29]2)[cH:30][cH:31][cH:32][cH:33][cH:34]1>>[C:2](#[C:3][c:4]1[cH:5][cH:6][cH:7][cH:8][cH:9]1)[C:39]#[C:38][C:36]([CH3:35])([CH3:37])[OH:40]. The reactants are resultant mixture, BrC1=CC=C2CCCS(C2=C1)(=O)=O (7-bromothiochromane 1,1-dioxide), BrCCCCCCOCCC=C (4-[(6-bromohexyl)oxy]but-1-ene), solution, C12CCCC(CCC1)B2 (9-borabicyclo[3.3.1]nonane), P(=O)([O-])([O-])[O-].[K+].[K+].[K+] (Tripotassium phosphate). The reagents and catalysts are C1(=CC=CC=C1)P(C1=CC=CC=C1)C1=CC=CC=C1 (triphenylphosphine), C(C)(=O)[O-].[Pd+2].C(C)(=O)[O-] (palladium (II) acetate). Run in O (Water), O1CCCC1 (tetrahydrofuran), O1CCCC1 (tetrahydrofuran), O (water). Conditions: time 2 hour. Yields the product BrCCCCCCOCCCCC1=CC=C2CCCS(C2=C1)(=O)=O (7-{4-[(6-Bromohexyl)oxy]butyl}thiochromane 1,1-dioxide). Isolated yield 37.9%. Reaction SMILES: [Br:1][CH2:2][CH2:3][CH2:4][CH2:5][CH2:6][CH2:7][O:8][CH2:9][CH2:10][CH:11]=[CH2:12].C12BC(CCC1)CCC2.P([O-])([O-])([O-])=O.[K+].[K+].[K+].Br[C:31]1[CH:40]=[C:39]2[C:34]([CH2:35][CH2:36][CH2:37][S:38]2(=[O:42])=[O:41])=[CH:33][CH:32]=1>O1CCCC1.O.C([O-])(=O)C.[Pd+2].C([O-])(=O)C.C1(P(C2C=CC=CC=2)C2C=CC=CC=2)C=CC=CC=1>[Br:1][CH2:2][CH2:3][CH2:4][CH2:5][CH2:6][CH2:7][O:8][CH2:9][CH2:10][CH2:11][CH2:12][C:31]1[CH:40]=[C:39]2[C:34]([CH2:35][CH2:36][CH2:37][S:38]2(=[O:42])=[O:41])=[CH:33][CH:32]=1 |f:2.3.4.5,9.10.11|. Reported procedure: To a solution of 4-[(6-bromohexyl)oxy]but-1-ene (180 mg) in tetrahydrofuran (0.6 ml) was added a 0.5M solution of 9-borabicyclo[3.3.1]nonane in tetrahydrofuran (1.8 ml). The solution was stirred at room temperature, under nitrogen for 2 h. Tripotassium phosphate (324 mg) in water (0.46 ml) was added, followed by 7-bromothiochromane 1,1-dioxide (200 mg), palladium (II) acetate (2 mg) and triphenylphosphine (4 mg). The resultant mixture was heated at 60° C. for 17 h. Water was added and the organi... The reactants are C1(CC1)COC1=C(C=C(C(=O)OCC(=O)OCC2=CC=CC=C2)C=C1)CN1CCOCC1 (2-(benzyloxy)-2-oxoethyl 4-(cyclopropylmethoxy)-3-(morpholinomethyl)-benzoate). The reagents and catalysts are [Pd] (Pd/C). The solvent is CO (MeOH). Run at time 1 hour. Yields the product C1(CC1)COC1=C(C=C(C(=O)OCC(=O)O)C=C1)CN1CCOCC1 (2-(4-(cyclopropylmethoxy)-3-(morpholinomethyl)benzoyloxy)acetic acid). Yield: 87.9%. Reaction SMILES: [CH:1]1([CH2:4][O:5][C:6]2[CH:25]=[CH:24][C:9]([C:10]([O:12][CH2:13][C:14]([O:16]CC3C=CC=CC=3)=[O:15])=[O:11])=[CH:8][C:7]=2[CH2:26][N:27]2[CH2:32][CH2:31][O:30][CH2:29][CH2:28]2)[CH2:3][CH2:2]1>CO.[Pd]>[CH:1]1([CH2:4][O:5][C:6]2[CH:25]=[CH:24][C:9]([C:10]([O:12][CH2:13][C:14]([OH:16])=[O:15])=[O:11])=[CH:8][C:7]=2[CH2:26][N:27]2[CH2:28][CH2:29][O:30][CH2:31][CH2:32]2)[CH2:3][CH2:2]1. Procedure: 2-(benzyloxy)-2-oxoethyl 4-(cyclopropylmethoxy)-3-(morpholinomethyl)-benzoate (4.55 g, 10.35 mmol) was dissolved in MeOH (50 ml), then Pd/C 5% (1.10 g, 0.340 mmol) was added. The solution was shaken under hydrogen atmosphere at 60 psi on a Parr apparatus for 1 hour. The catalyst was filtered off and the solvent removed under vacuum to give 3.18 g of the desired compound (yield 88%). Procedure details: According to Scheme 13 Step 1: A solution of N-(4-(1-(4-methoxybenzyl)-3-chloro-1H-pyrazol-4-yl)thiazol-2-yl)pyridin-2-amine (75 μmol, 30 mg), KCN (75 μmol, 4.9 mg), Pd(PPh3)4 (7.5 μmol, 8.7 mg) and CuI (75 μmol, 14.4 mg) in acetonitrile (2 mL) was microwaved at 180° C. for 50 minutes under nitrogen. After evaporation of the solvent, the crude residue was dissolved in AcOEt. The organic phase was washed with a saturated aqueous solution of Na2CO3, was dried over MgSO4, was filtered and was conce... The product is COC1=CC=C(CN2N=C(C(=C2)C=2N=C(SC2)NC2=NC=CC=C2)C#N)C=C1 (1-(4-methoxybenzyl)-4-(2-(pyridin-2-ylamino)thiazol-4-yl)-1H-pyrazole-3-carbonitrile). The solvent is C(C)#N (acetonitrile). Starting materials: COC1=CC=C(CN2N=C(C(=C2)C=2N=C(SC2)NC2=NC=CC=C2)Cl)C=C1 (N-(4-(1-(4-methoxybenzyl)-3-chloro-1H-pyrazol-4-yl)thiazol-2-yl)pyridin-2-amine), [C-]#N.[K+] (KCN). Reagents/catalysts: C=1C=CC(=CC1)[P](C=2C=CC=CC2)(C=3C=CC=CC3)[Pd]([P](C=4C=CC=CC4)(C=5C=CC=CC5)C=6C=CC=CC6)([P](C=7C=CC=CC7)(C=8C=CC=CC8)C=9C=CC=CC9)[P](C=1C=CC=CC1)(C=1C=CC=CC1)C=1C=CC=CC1 (Pd(PPh3)4), [Cu]I (CuI). As a reaction SMILES: [CH3:1][O:2][C:3]1[CH:27]=[CH:26][C:6]([CH2:7][N:8]2[CH:12]=[C:11]([C:13]3[N:14]=[C:15]([NH:18][C:19]4[CH:24]=[CH:23][CH:22]=[CH:21][N:20]=4)[S:16][CH:17]=3)[C:10](Cl)=[N:9]2)=[CH:5][CH:4]=1.[C-:28]#[N:29].[K+]>C(#N)C.C1C=CC([P]([Pd]([P](C2C=CC=CC=2)(C2C=CC=CC=2)C2C=CC=CC=2)([P](C2C=CC=CC=2)(C2C=CC=CC=2)C2C=CC=CC=2)[P](C2C=CC=CC=2)(C2C=CC=CC=2)C2C=CC=CC=2)(C2C=CC=CC=2)C2C=CC=CC=2)=CC=1.[Cu]I>[CH3:1][O:2][C:3]1[CH:27]=[CH:26][C:6]([CH2:7][N:8]2[CH:12]=[C:11]([C:13]3[N:14]=[C:15]([NH:18][C:19]4[CH:24]=[CH:23][CH:22]=[CH:21][N:20]=4)[S:16][CH:17]=3)[C:10]([C:28]#[N:29])=[N:9]2)=[CH:5][CH:4]=1 |f:1.2,^1:37,39,58,77|. The yield is 68.0%. Starting materials: C(C)(=O)C1C(CC(CC1=O)C1=C(C=CC=C1)Br)=O (2-acetyl-5-(2-bromo-phenyl)-cyclohexane-1,3-dione), NC1=NC=2CC(CC(C2C(=N1)C)=O)C1=CC=C(C=C1)F (2-amino-7-(4-fluoro-phenyl)-4-methyl-7,8-dihydro-6H-quinazolin-5-one). The product is NC1=NC=2CC(CC(C2C(=N1)C)=O)C1=C(C=CC=C1)Br (2-Amino-7-(2-bromo-phenyl)-4-methyl-7,8-dihydro-6H-quinazolin-5-one). Reaction SMILES: [C:1]([CH:4]1[C:9](=[O:10])[CH2:8][CH:7]([C:11]2[CH:16]=[CH:15][CH:14]=[CH:13][C:12]=2[Br:17])[CH2:6][C:5]1=O)(=O)[CH3:2].[NH2:19][C:20]1[N:29]=C(C)C2C(=O)CC(C3C=CC(F)=CC=3)CC=2[N:21]=1>>[NH2:29][C:20]1[N:21]=[C:1]([CH3:2])[C:4]2[C:9](=[O:10])[CH2:8][CH:7]([C:11]3[CH:16]=[CH:15][CH:14]=[CH:13][C:12]=3[Br:17])[CH2:6][C:5]=2[N:19]=1. Procedure details: The title compound was prepared from 2-acetyl-5-(2-bromo-phenyl)-cyclohexane-1,3-dione, following the procedure describing the synthesis of 2-amino-7-(4-fluoro-phenyl)-4-methyl-7,8-dihydro-6H-quinazolin-5-one (example 3/a stage 2/3). Starting materials: N1(CCCCC1)C1CC=2C(=NC(=C(N2)C2=CC=C(C=C2)C)C2=CC=C(C=C2)C)NC1 (7-(Piperidin-1-yl)-2,3-di-p-tolyl-5,6,7,8-tetrahydropyrido[2,3-b]pyrazine), O=CCCCCCC(=O)OCC (ethyl 7-oxoheptanoate), C(C)(=O)O[BH-](OC(C)=O)OC(C)=O.[Na+] (Sodium triacetoxyborohydride). Run in C(Cl)Cl (DCM), ClCCCl (DCE). Conditions: time 15 minute. The product is N1(CCCCC1)C1CC=2C(=NC(=C(N2)C2=CC=C(C=C2)C)C2=CC=C(C=C2)C)N(C1)CCCCCCC(=O)OCC (Ethyl 7-(7-(piperidin-1-yl)-2,3-di-p-tolyl-7,8-dihydropyrido[2,3-b]pyrazin-5(6H)-yl)heptanoate). RXN SMILES: [N:1]1([CH:7]2[CH2:30][NH:29][C:10]3=[N:11][C:12]([C:22]4[CH:27]=[CH:26][C:25]([CH3:28])=[CH:24][CH:23]=4)=[C:13]([C:15]4[CH:20]=[CH:19][C:18]([CH3:21])=[CH:17][CH:16]=4)[N:14]=[C:9]3[CH2:8]2)[CH2:6][CH2:5][CH2:4][CH2:3][CH2:2]1.O=[CH:32][CH2:33][CH2:34][CH2:35][CH2:36][CH2:37][C:38]([O:40][CH2:41][CH3:42])=[O:39].C(O[BH-](OC(=O)C)OC(=O)C)(=O)C.[Na+]>ClCCCl.C(Cl)Cl>[N:1]1([CH:7]2[CH2:30][N:29]([CH2:32][CH2:33][CH2:34][CH2:35][CH2:36][CH2:37][C:38]([O:40][CH2:41][CH3:42])=[O:39])[C:10]3=[N:11][C:12]([C:22]4[CH:23]=[CH:24][C:25]([CH3:28])=[CH:26][CH:27]=4)=[C:13]([C:15]4[CH:20]=[CH:19][C:18]([CH3:21])=[CH:17][CH:16]=4)[N:14]=[C:9]3[CH2:8]2)[CH2:6][CH2:5][CH2:4][CH2:3][CH2:2]1 |f:2.3|. Reported procedure: A solution of 7-(piperidin-1-yl)-2,3-di-p-tolyl-5,6,7,8-tetrahydropyrido[2,3-b]pyrazine (step 7) (62 mg, 0.156 mmol) in DCE (5 ml) under nitrogen, was treated with ethyl 7-oxoheptanoate (53.6 mg, 0.311 mmol) and stirred at room temperature for 15 minutes. Sodium triacetoxyborohydride (132 mg, 0.622 mmol) was added and the resulting mixture was stirred at room temperature overnight. The reaction mixture was diluted with DCM (20 ml) and washed with water. The organic portion was passed through a p... RXN SMILES: [CH3:1][O:2][C:3](=[O:24])[CH2:4][CH2:5][C:6]1[CH:11]=[CH:10][CH:9]=[C:8]([CH2:12][NH:13][CH2:14][C:15]2[CH:23]=[CH:22][C:18]3[O:19][CH2:20][O:21][C:17]=3[CH:16]=2)[CH:7]=1.[F:25][C:26]1[CH:31]=[CH:30][C:29]([S:32](Cl)(=[O:34])=[O:33])=[CH:28][CH:27]=1>C(N(CC)CC)C>[CH3:1][O:2][C:3](=[O:24])[CH2:4][CH2:5][C:6]1[CH:11]=[CH:10][CH:9]=[C:8]([CH2:12][N:13]([CH2:14][C:15]2[CH:23]=[CH:22][C:18]3[O:19][CH2:20][O:21][C:17]=3[CH:16]=2)[S:32]([C:29]2[CH:30]=[CH:31][C:26]([F:25])=[CH:27][CH:28]=2)(=[O:34])=[O:33])[CH:7]=1. Run in C(C)N(CC)CC (triethylamine). The reactants are COC(CCC1=CC(=CC=C1)CNCC1=CC2=C(OCO2)C=C1)=O (3-(3-{[(benzo[1,3]dioxol-5-ylmethyl)-amino]-methyl}-phenyl)-propionic acid methyl ester), FC1=CC=C(C=C1)S(=O)(=O)Cl (4-fluorobenzenesulfonyl chloride). Yields the product COC(CCC1=CC(=CC=C1)CN(S(=O)(=O)C1=CC=C(C=C1)F)CC1=CC2=C(OCO2)C=C1)=O (3-(3-{[Benzo[1,3]dioxol-5-ylmethyl-(4-fluoro-benzenesulfonyl)-amino]-methyl}-phenyl)-propionic acid methyl ester). Procedure: The title compound of Step A was prepared following the method described in Step A of Examples 1 from 3-(3-{[(benzo[1,3]dioxol-5-ylmethyl)-amino]-methyl}-phenyl)-propionic acid methyl ester, prepared in Step A of Example 15a, and 4-fluorobenzenesulfonyl chloride using triethylamine in place of N,N-diisopropylethylamine. 1H NMR (400 MHz, CDCl3) δ 7.82 (m, 2H), 7.17 (m, 3H), 7.05 (d, 1H), 6.89 (d, 1H), 6.83 (s, 1H), 6.64 (d, 1H), 6.56 (s, 1H), 6.48 (m, 1H), 5.91 (s, 2H), 4.27 (s, 2H), 4.19 (s, 2H)... Reactants: [BH4-], COCCC(=O)c1cc2c(=O)n(NS(C)(=O)=O)c(=O)[nH]c2cc1C(F)(F)F, CO, Cl, [Na+], O. Yields the product COCCC(O)c1cc2c(=O)n(NS(C)(=O)=O)c(=O)[nH]c2cc1C(F)(F)F. Reaction SMILES: [BH4-:28].[CH3:1][O:2][CH2:3][CH2:4][C:5](=[O:6])[c:7]1[cH:8][c:9]2[c:10](=[O:27])[n:11]([NH:22][S:23](=[O:24])(=[O:25])[CH3:26])[c:12](=[O:21])[nH:13][c:14]2[cH:15][c:16]1[C:17]([F:18])([F:19])[F:20].[CH3:31][OH:32].[ClH:30].[Na+:29].[OH2:33]>>[CH3:1][O:2][CH2:3][CH2:4][CH:5]([OH:6])[c:7]1[cH:8][c:9]2[c:10](=[O:27])[n:11]([NH:22][S:23](=[O:24])(=[O:25])[CH3:26])[c:12](=[O:21])[nH:13][c:14]2[cH:15][c:16]1[C:17]([F:18])([F:19])[F:20]. The reactants are Cl.NO (hydroxylamine hydrochloride), C([O-])([O-])=O.[Na+].[Na+] (sodium carbonate), C(C)(C)(C)C1=CC=C(C=C1)C1=CC=C(C=C1)C(CCC(=O)O)=O (4-(4′-tert-butyl-biphenyl-4-yl)-4-oxo-butyric acid). The solvent is C(C)O (ethanol). Yields the product C(C)(C)(C)C1=CC=C(C=C1)C1=CC=C(C=C1)C(CCC(=O)O)=NO (4-(4′-tert-butyl-biphenyl-4-yl)-4-hydroxyimino-butyric acid). Isolated yield 93.7%. RXN SMILES: [C:1]([C:5]1[CH:10]=[CH:9][C:8]([C:11]2[CH:16]=[CH:15][C:14]([C:17](=O)[CH2:18][CH2:19][C:20]([OH:22])=[O:21])=[CH:13][CH:12]=2)=[CH:7][CH:6]=1)([CH3:4])([CH3:3])[CH3:2].Cl.[NH2:25][OH:26].C(=O)([O-])[O-].[Na+].[Na+]>C(O)C>[C:1]([C:5]1[CH:10]=[CH:9][C:8]([C:11]2[CH:16]=[CH:15][C:14]([C:17](=[N:25][OH:26])[CH2:18][CH2:19][C:20]([OH:22])=[O:21])=[CH:13][CH:12]=2)=[CH:7][CH:6]=1)([CH3:4])([CH3:3])[CH3:2] |f:1.2,3.4.5|. Procedure details: In a manner similar to Example 4, Step (c), 4-(4′-tert-butyl-biphenyl-4-yl)-4-oxo-butyric acid (0.277 g, 0.000892 mol) was allowed to react with hydroxylamine hydrochloride (0.0704 g, 0.00101 mol) in the presence of sodium carbonate (0.1074 g, 0.00101 mol) in absolute ethanol (7 mL) to give 0.272 g of 4-(4′-tert-butyl-biphenyl-4-yl)-4-hydroxyimino-butyric acid as a white solid; mp 170.5-171.5° C.